From a dataset of the Open Reaction Database (ORD), a public repository of structured organic reaction records. describe an organic reaction: reactants, conditions, products, and yield The reactants are CC(=O)Nc1cn2nc(Oc3cccc(NC(=O)c4cccc(C5(C#N)CC5)c4)c3)ccc2n1, CCOC(C)=O, CO, Cl, [Na+], [OH-]. Yields the product N#CC1(c2cccc(C(=O)Nc3cccc(Oc4ccc5nc(N)cn5n4)c3)c2)CC1. As a reaction SMILES: [C:1](=[O:2])([CH3:3])[NH:4][c:5]1[n:6][c:7]2[n:8]([n:9][c:10]([O:13][c:14]3[cH:15][c:16]([NH:20][C:21]([c:22]4[cH:23][c:24]([C:28]5([C:31]#[N:32])[CH2:29][CH2:30]5)[cH:25][cH:26][cH:27]4)=[O:33])[cH:17][cH:18][cH:19]3)[cH:11][cH:12]2)[cH:34]1.[C:35]([O:36][CH2:37][CH3:38])(=[O:39])[CH3:40].[CH3:44][OH:45].[ClH:41].[Na+:43].[OH-:42]>>[NH2:4][c:5]1[n:6][c:7]2[n:8]([n:9][c:10]([O:13][c:14]3[cH:15][c:16]([NH:20][C:21]([c:22]4[cH:23][c:24]([C:28]5([C:31]#[N:32])[CH2:29][CH2:30]5)[cH:25][cH:26][cH:27]4)=[O:33])[cH:17][cH:18][cH:19]3)[cH:11][cH:12]2)[cH:34]1.